Dataset: the Open Reaction Database (ORD), a public repository of structured organic reaction records. Task: describe an organic reaction: reactants, conditions, products, and yield Starting materials: CC(C)(C)[Si](C)(C)Cl, CCOC(C)=O, CCOCC, CN(C)C=O, COP(=O)(OC)C(O)C(=O)OCc1ccc([N+](=O)[O-])cc1, c1c[nH]cn1. Product: COP(=O)(OC)C(O[Si](C)(C)C(C)(C)C)C(=O)OCc1ccc([N+](=O)[O-])cc1. RXN SMILES: [C:27]([CH3:28])([CH3:29])([CH3:30])[Si:31]([CH3:32])([CH3:33])[Cl:34].[C:45]([O:46][CH2:47][CH3:48])(=[O:49])[CH3:50].[CH2:40]([O:41][CH2:42][CH3:43])[CH3:44].[CH3:22][N:23]([CH3:24])[CH:25]=[O:26].[N+:1](=[O:2])([O-:3])[c:4]1[cH:5][cH:6][c:7]([CH2:10][O:11][C:12]([CH:13]([OH:14])[P:15](=[O:16])([O:17][CH3:18])[O:19][CH3:20])=[O:21])[cH:8][cH:9]1.[nH:35]1[cH:36][cH:37][n:38][cH:39]1>>[N+:1](=[O:2])([O-:3])[c:4]1[cH:5][cH:6][c:7]([CH2:10][O:11][C:12]([CH:13]([O:14][Si:31]([C:27]([CH3:28])([CH3:29])[CH3:30])([CH3:32])[CH3:33])[P:15](=[O:16])([O:17][CH3:18])[O:19][CH3:20])=[O:21])[cH:8][cH:9]1. Starting materials: CC(C)(C)N, COC(=O)C(O)C1OC(n2cnc3c(N)ncnc32)C(O)C1O. The product is CC(C)(C)NC(=O)C(O)C1OC(n2cnc3c(N)ncnc32)C(O)C1O. RXN SMILES: [C:24]([CH3:25])([CH3:26])([CH3:27])[NH2:28].[CH3:1][O:2][C:3](=[O:4])[CH:5]([CH:6]1[CH:7]([OH:22])[CH:8]([OH:21])[CH:9]([n:11]2[cH:12][n:13][c:14]3[c:15]([NH2:16])[n:17][cH:18][n:19][c:20]23)[O:10]1)[OH:23]>>[O:2]=[C:3]([CH:5]([CH:6]1[CH:7]([OH:22])[CH:8]([OH:21])[CH:9]([n:11]2[cH:12][n:13][c:14]3[c:15]([NH2:16])[n:17][cH:18][n:19][c:20]23)[O:10]1)[OH:23])[NH:28][C:24]([CH3:25])([CH3:26])[CH3:27]. Starting materials: Cl (hydrochloric acid), OC1=C(C=C(C2=CC=CC=C12)CC1=CC=CC=C1)C(=O)O (1-hydroxy-2-carboxy-4-benzylnaphthalene), C(C1=CC=CC=C1)Br (benzyl bromide), [Cl-].[Al+3].[Cl-].[Cl-] (aluminum chloride), resultant mixture, resultant mixture. The solvent is ClCCCl (1,2-dichloroethane). Reaction conditions: time 2 hour. Yields the product C(C=1C(O)=CC=CC1)(=O)O (Salicylic Acid). Isolated yield 296.8%. RXN SMILES: [OH:1][C:2]1[C:11]2[C:6](=CC=CC=2)[C:5](CC2C=CC=CC=2)=[CH:4][C:3]=1[C:19]([OH:21])=[O:20].[Cl-].[Al+3].[Cl-].[Cl-].C(Br)C1C=CC=CC=1.Cl>ClCCCl>[C:19]([OH:21])(=[O:20])[C:3]1[C:2](=[CH:11][CH:6]=[CH:5][CH:4]=1)[OH:1] |f:1.2.3.4|. Procedure: Charged were 5.50 g (0.02 mole) of 1-hydroxy-2-carboxy-4-benzylnaphthalene, 50 ml of 1,2-dichloroethane, and as a catalyst, 2.7 g of anhydrous aluminum chloride. The resultant mixture was maintained at 70° C. under stirring. Then, 5.2 g (0.03 mole) of benzyl bromide was added dropwise over 6 hours to conduct a reaction. After completion of the dropwise addition, the reaction mixture was aged for 2 hours at the same temperature and then poured into dilute hydrochloric acid. The resultant mixture ... Reactants: FC1=CNC2=CC(=CC=C12)C(=O)OC (Methyl 3-fluoro-1H-indole-6-carboxylate), [O-]P(=O)([O-])[O-].[K+].[K+].[K+] (K3PO4), FC1=CC=C(C=C1)I (4-fluoro-iodobenzene), CNC1C(CCCC1)NC (N,N′-dimethylcyclohexane-1,2-diamine). The reagents and catalysts are [Cu]I (CuI). The solvent is C1(=CC=CC=C1)C (toluene), CCOC(=O)C (EtOAc), O (water). Run at temperature 95 celsius. Product: FC1=CN(C2=CC(=CC=C12)C(=O)OC)C1=CC=C(C=C1)F (Methyl 3-fluoro-1-(4-fluorophenyl)-1H-indole-6-carboxylate). As a reaction SMILES: [F:1][C:2]1[C:10]2[C:5](=[CH:6][C:7]([C:11]([O:13][CH3:14])=[O:12])=[CH:8][CH:9]=2)[NH:4][CH:3]=1.[O-]P([O-])([O-])=O.[K+].[K+].[K+].[F:23][C:24]1[CH:29]=[CH:28][C:27](I)=[CH:26][CH:25]=1.CNC1CCCCC1NC>CCOC(C)=O.O.[Cu]I.C1(C)C=CC=CC=1>[F:1][C:2]1[C:10]2[C:5](=[CH:6][C:7]([C:11]([O:13][CH3:14])=[O:12])=[CH:8][CH:9]=2)[N:4]([C:27]2[CH:28]=[CH:29][C:24]([F:23])=[CH:25][CH:26]=2)[CH:3]=1 |f:1.2.3.4|. Reported procedure: Compound 69a (0.264 mmol, 51 mg), CuI (0.0264 mmol, 5 mg) and K3PO4 (0.66 mmol, 40 mg) were combined in a sealed reaction tube and the vial was back-flushed with N2. 4-fluoro-iodobenzene 69b (0.264 mmol, 0.0394 mL) and N,N′-dimethylcyclohexane-1,2-diamine (0.0792 mmol, 0.0125 mL) were added via syringe, followed by toluene. The reaction mixture was heated at 95° C. for 6 h. The reaction was diluted with EtOAc and water. The reaction mixture was concentrated and purified by flash column chromatog... Reactants: C=Cc1cccc(C=O)c1, CC1=CN=C(C=C1)N, [C-]#[N+]C1CCCCC1. The reagents and catalysts are O=C(O)C(F)(F)F (trifluoroacetic acid). Solvent: CC(C)O (isopropyl alcohol), CC(C)O (isopropylalcohol). Conditions: temperature 22 celsius, time 20 hour. Yields the product Cc1ccc2nc(c3cccc(C=C)c3)c(NC3CCCCC3)n2c1. Yield: 12.5%. Reaction SMILES: CC1=CC=C(N)N=C1.[C-]#[N+]C1CCCCC1.C=CC1=CC=CC(C=O)=C1>>CC1=CN2C(C=C1)=NC(=C2NC1CCCCC1)C1=CC=CC(C=C)=C1. Starting materials: C(C)(=O)C1=C(C(=C(CCl)C=C1)CCC)O (4-acetyl-3- hydroxy-2-propylbenzyl chloride), OC=1C(=NC=CC1)S (3-hydroxy-2-mercaptopyridine). The product is C(C)(=O)C1=C(C(=C(CSC2=NC=CC=C2O)C=C1)CCC)O (2-[(4-acetyl-3-hydroxy-2-propylbenzyl)thio]-3-hydroxypyridine). Yield: 78.6%. RXN SMILES: [C:1]([C:4]1[CH:11]=[CH:10][C:7]([CH2:8]Cl)=[C:6]([CH2:12][CH2:13][CH3:14])[C:5]=1[OH:15])(=[O:3])[CH3:2].[OH:16][C:17]1[C:18]([SH:23])=[N:19][CH:20]=[CH:21][CH:22]=1>>[C:1]([C:4]1[CH:11]=[CH:10][C:7]([CH2:8][S:23][C:18]2[C:17]([OH:16])=[CH:22][CH:21]=[CH:20][N:19]=2)=[C:6]([CH2:12][CH2:13][CH3:14])[C:5]=1[OH:15])(=[O:3])[CH3:2]. Reported procedure: Using as starting materials 0.30 g of 4-acetyl-3- hydroxy-2-propylbenzyl chloride and 0.25 g of 3-hydroxy-2-mercaptopyridine, 0.33 g of 2-[(4-acetyl-3-hydroxy-2-propylbenzyl)thio]-3-hydroxypyridine was obtained in a manner similar to Example 14. Starting materials: C1CCOC1, CO, COC(=O)c1cc2c([nH]1)CCC2Cc1ccc(Cl)c(Cl)c1, [Li+], [OH-]. The product is O=C(O)c1cc2c([nH]1)CCC2Cc1ccc(Cl)c(Cl)c1. RXN SMILES: [CH2:26]1[O:27][CH2:28][CH2:29][CH2:30]1.[CH3:24][OH:25].[Cl:1][c:2]1[cH:3][c:4]([CH2:5][CH:6]2[CH2:7][CH2:8][c:9]3[nH:10][c:11]([C:14](=[O:15])[O:16][CH3:17])[cH:12][c:13]32)[cH:18][cH:19][c:20]1[Cl:21].[Li+:22].[OH-:23]>>[Cl:1][c:2]1[cH:3][c:4]([CH2:5][CH:6]2[CH2:7][CH2:8][c:9]3[nH:10][c:11]([C:14](=[O:15])[OH:16])[cH:12][c:13]32)[cH:18][cH:19][c:20]1[Cl:21].